This data is from the Open Reaction Database (ORD), a public repository of structured organic reaction records. The task is: describe an organic reaction: reactants, conditions, products, and yield Reactants: O=C1[C@H]([C@H](SC2=C(N1)C=CC=C2)C2=CC=CC=C2)NC([C@@H](NC(CC2=CC=CC=C2)=O)C)=O (N1-[(2R,3R)-4Oxo-2-phenyl-2,3,4,5-tetrahydro-1,5-benzothiazepin-3-yl]-N2-(phenylacetyl)-L-alaninamide), FC=1C=C(C=C(C1)F)CC(=O)N[C@@H](CC=1NC2=CC=CC=C2C1)C(=O)O (N-[(3,5-difluorophenyl)acetyl]-3-(1H-indol-2-yl)-L-alanine), Br.N[C@@H]1[C@@H](SC2=C(NC1=O)C=CC=C2)C2=CC=CC=C2 ((2S,3S)-3-amino-2-phenyl-2,3-dihydro-1,5-benzothiazepin-4(5H)-one hydrobromide), amine. Product: FC=1C=C(C=C(C1)F)CC(=O)N[C@@H](CC=1NC2=CC=CC=C2C1)C(=O)N[C@H]1[C@H](SC2=C(NC1=O)C=CC=C2)C2=CC=CC=C2 (N2-[(3,5Difluorophenyl)acetyl]-3-(1H-indol-2-yl)-N1-[(2R,3R)-4oxo-2-phenyl-2,3,4,5-tetrahydro-1,5-benzothiazepin-3-yl]-L-alaninamide). Reaction SMILES: O=C1NC2C=CC=CC=2S[C@H](C2C=CC=CC=2)[C@@H]1NC(=O)[C@H](C)NC(=O)CC1C=CC=CC=1.Br.[NH2:35][C@H:36]1[C:42](=[O:43])[NH:41][C:40]2[CH:44]=[CH:45][CH:46]=[CH:47][C:39]=2[S:38][C@H:37]1[C:48]1[CH:53]=[CH:52][CH:51]=[CH:50][CH:49]=1.[F:54][C:55]1[CH:56]=[C:57]([CH2:62][C:63]([NH:65][C@H:66]([C:77](O)=[O:78])[CH2:67][C:68]2[NH:69][C:70]3[C:75]([CH:76]=2)=[CH:74][CH:73]=[CH:72][CH:71]=3)=[O:64])[CH:58]=[C:59]([F:61])[CH:60]=1>>[F:61][C:59]1[CH:58]=[C:57]([CH2:62][C:63]([NH:65][C@H:66]([C:77]([NH:35][C@@H:36]2[C:42](=[O:43])[NH:41][C:40]3[CH:44]=[CH:45][CH:46]=[CH:47][C:39]=3[S:38][C@@H:37]2[C:48]2[CH:49]=[CH:50][CH:51]=[CH:52][CH:53]=2)=[O:78])[CH2:67][C:68]2[NH:69][C:70]3[C:75]([CH:76]=2)=[CH:74][CH:73]=[CH:72][CH:71]=3)=[O:64])[CH:56]=[C:55]([F:54])[CH:60]=1 |f:1.2|. Procedure details: A method similar to the one described for (97) was used except that (2,3-cisS)-3-amino-2-phenyl-2,3-dihydro-1,5-benzothiazepin-4(5H)-one hydrobromide (9d) (105 mg) was used as the amine component and N-[(3,5-difluorophenyl)acetyl]-3-(1H-indol-2-yl)-L-alanine (110b) (119 mg) was used as the acid component to afford the title compound as a 1:1 mixture with the 2S,3S diastereomer (173 mg), white solid, m.p.85-90° C. 1H NMR (300 MHz, d6-DMSO) δ 2.40 (m, 2H), 3.03 (m, 4H), 4.26 (m, 1H), 4.72 (m, 1H),... Starting materials: FC1=CC=C(C=C1)S(=O)(=O)NC1=NC=C(C=C1OC)C(C)C (4-fluoro-N-(5-isopropyl-3-methoxypyridin-2-yl)benzenesulfonamide), C(C)(C)(C)N=C(N(C)C)N(C)C (2-(tert-butyl)-1,1,3,3-tetramethylguanidine), BrCC(C)C (1-bromo-2-methylpropane). Run in C(C)#N (acetonitrile). Product: FC1=CC=C(C=C1)S(=O)(=O)N(C1=NC=C(C=C1OC)C(C)C)CC(C)C (4-fluoro-N-isobutyl-N-(5-isopropyl-3-methoxypyridin-2-yl)benzenesulfonamide). Yield: 72.4%. RXN SMILES: [F:1][C:2]1[CH:7]=[CH:6][C:5]([S:8]([NH:11][C:12]2[C:17]([O:18][CH3:19])=[CH:16][C:15]([CH:20]([CH3:22])[CH3:21])=[CH:14][N:13]=2)(=[O:10])=[O:9])=[CH:4][CH:3]=1.[C:23](N=C(N(C)C)N(C)C)([CH3:26])([CH3:25])[CH3:24].BrCC(C)C>C(#N)C>[F:1][C:2]1[CH:3]=[CH:4][C:5]([S:8]([N:11]([CH2:24][CH:23]([CH3:26])[CH3:25])[C:12]2[C:17]([O:18][CH3:19])=[CH:16][C:15]([CH:20]([CH3:22])[CH3:21])=[CH:14][N:13]=2)(=[O:9])=[O:10])=[CH:6][CH:7]=1. Procedure details: The title compound (46.8 mg) was prepared from 4-fluoro-N-(5-isopropyl-3-methoxypyridin-2-yl)benzenesulfonamide (55 mg, 0.170 mmol), 2-(tert-butyl)-1,1,3,3-tetramethylguanidine (0.068 mL, 0.339 mmol) in acetonitrile (4 mL) and 1-bromo-2-methylpropane (0.037 mL, 0.339 mmol) following the procedure described for Example 40. LCMS (2 min, formic) Rt 1.34 min, m/z (ES+) 381 (M+H). Starting materials: COC1=C(CN2C3=NC(=NC=C3NC2=O)C2=NN(C3=NC=C(C=C32)F)CC3=C(C=CC=C3)F)C=CC(=C1)OC (9-(2,4-Dimethoxybenzyl)-2-[5-fluoro-1-(2-fluorobenzyl)-1H-pyrazolo[3,4-b]pyridin-3-yl]-7,9-dihydro-8H-purin-8-one), CS(=O)(=O)CCBr (2-bromoethyl methyl sulfone). The product is COC1=C(CN2C3=NC(=NC=C3N(C2=O)CCS(=O)(=O)C)C2=NN(C3=NC=C(C=C32)F)CC3=C(C=CC=C3)F)C=CC(=C1)OC (9-(2,4-Dimethoxybenzyl)-2-[5-fluoro-1-(2-fluorobenzyl)-1H-pyrazolo[3,4-b]pyridin-3-yl]-7-[2-(methylsulfonyl)ethyl]-7,9-dihydro-8H-purin-8-one). As a reaction SMILES: [CH3:1][O:2][C:3]1[CH:37]=[C:36]([O:38][CH3:39])[CH:35]=[CH:34][C:4]=1[CH2:5][N:6]1[C:14](=[O:15])[NH:13][C:12]2[C:7]1=[N:8][C:9]([C:16]1[C:24]3[C:19](=[N:20][CH:21]=[C:22]([F:25])[CH:23]=3)[N:18]([CH2:26][C:27]3[CH:32]=[CH:31][CH:30]=[CH:29][C:28]=3[F:33])[N:17]=1)=[N:10][CH:11]=2.[CH3:40][S:41]([CH2:44][CH2:45]Br)(=[O:43])=[O:42]>>[CH3:1][O:2][C:3]1[CH:37]=[C:36]([O:38][CH3:39])[CH:35]=[CH:34][C:4]=1[CH2:5][N:6]1[C:14](=[O:15])[N:13]([CH2:45][CH2:44][S:41]([CH3:40])(=[O:43])=[O:42])[C:12]2[C:7]1=[N:8][C:9]([C:16]1[C:24]3[C:19](=[N:20][CH:21]=[C:22]([F:25])[CH:23]=3)[N:18]([CH2:26][C:27]3[CH:32]=[CH:31][CH:30]=[CH:29][C:28]=3[F:33])[N:17]=1)=[N:10][CH:11]=2. Reported procedure: 300 mg (0.567 mmol) of the compound from example 93A were reacted in analogy to the method in example 83A with 2-bromoethyl methyl sulfone. 490 mg (100% of theory, 73% purity) of the title compound were obtained.